This data is from the Open Reaction Database (ORD), a public repository of structured organic reaction records. The task is: describe an organic reaction: reactants, conditions, products, and yield Starting materials: [Li]CCCC, COC(=O)Cc1ccc(Cl)c(Cl)c1, CN1CCCN(C)C1=O, CC(C)NC(C)C, ICC1CCCO1, C1CCOC1. The product is COC(=O)C(CC1CCCO1)c1ccc(Cl)c(Cl)c1. Reaction SMILES: [CH2:8]([Li:9])[CH2:10][CH2:11][CH3:12].[CH3:13][O:14][C:15]([CH2:16][c:17]1[cH:18][c:19]([Cl:24])[c:20]([Cl:23])[cH:21][cH:22]1)=[O:25].[CH3:38][N:39]1[CH2:40][CH2:41][CH2:42][N:43]([CH3:44])[C:45]1=[O:46].[CH:1]([NH:2][CH:3]([CH3:4])[CH3:5])([CH3:6])[CH3:7].[I:26][CH2:27][CH:28]1[O:29][CH2:30][CH2:31][CH2:32]1.[O:33]1[CH2:34][CH2:35][CH2:36][CH2:37]1>>[CH3:13][O:14][C:15]([CH:16]([c:17]1[cH:18][c:19]([Cl:24])[c:20]([Cl:23])[cH:21][cH:22]1)[CH2:27][CH:28]1[O:29][CH2:30][CH2:31][CH2:32]1)=[O:25]. The reactants are CCOC(=O)c1cc2ccc(CO)cc2s1, C1CCOC1, [Li+], [OH-], O. Product: O=C(O)c1cc2ccc(CO)cc2s1. As a reaction SMILES: [CH2:1]([CH3:2])[O:3][C:4](=[O:5])[c:6]1[cH:7][c:8]2[c:9]([s:10]1)[cH:11][c:12]([CH2:15][OH:16])[cH:13][cH:14]2.[CH2:20]1[O:21][CH2:22][CH2:23][CH2:24]1.[Li+:19].[OH-:18].[OH2:17]>>[O:3]=[C:4]([OH:5])[c:6]1[cH:7][c:8]2[c:9]([s:10]1)[cH:11][c:12]([CH2:15][OH:16])[cH:13][cH:14]2.